This data is from the Open Reaction Database (ORD), a public repository of structured organic reaction records. The task is: describe an organic reaction: reactants, conditions, products, and yield Reactants: ( d ), NC1=C(OC=2C=CC(=C(C(=O)OC)C2)[N+](=O)[O-])C(=CC(=C1)C(F)(F)F)Cl (methyl 5-(2-amino-6-chloro-4-trifluoromethylphenoxy)-2-nitrobenzoate), S(=O)(Cl)Cl (thionyl chloride), CS(=O)(=O)NC(C1=C(C=CC(=C1)OC1=C(C=CC(=C1)C(F)(F)F)Cl)[N+](=O)[O-])=O (N-methanesulphonyl 5-(2-chloro-5-trifluoromethylphenoxy)-2-nitro benzamide), CS(=O)(=O)N (methanesulphonamide). Run in N1=CC=CC=C1 (pyridine). Product: CS(=O)(=O)NC(C1=CC(=CC=C1)OC1=C(C=CC(=C1)C(F)(F)F)Cl)=O (N-methane-sulphonyl-3-(2-chloro-5-trifluoromethylphenoxy)benzamide). As a reaction SMILES: NC1C=C(C(F)(F)F)C=C(Cl)C=1OC1C=CC([N+]([O-])=O)=C(C=1)C(OC)=O.S(Cl)(Cl)=O.CS(N)(=O)=O.[CH3:36][S:37]([NH:40][C:41](=[O:63])[C:42]1[CH:47]=[C:46]([O:48][C:49]2[CH:54]=[C:53]([C:55]([F:58])([F:57])[F:56])[CH:52]=[CH:51][C:50]=2[Cl:59])[CH:45]=[CH:44][C:43]=1[N+]([O-])=O)(=[O:39])=[O:38]>N1C=CC=CC=1>[CH3:36][S:37]([NH:40][C:41](=[O:63])[C:42]1[CH:43]=[CH:44][CH:45]=[C:46]([O:48][C:49]2[CH:54]=[C:53]([C:55]([F:58])([F:57])[F:56])[CH:52]=[CH:51][C:50]=2[Cl:59])[CH:47]=1)(=[O:38])=[O:39]. Procedure: The acid from (b) (0.8 g) was treated with thionyl chloride followed by methanesulphonamide and pyridine as described in paragraph (d) above for compound 32. The product was recrystallised from a mixture of ether and petroleum (b.p. 40°-60°) to give compound 31 with a melting point of 132°-133°. Starting materials: C(C1=CC=CC=C1)C=1OC2=C(C1S(=O)(=O)C1=CC=C(C=C1)O)C=C(C=C2)Br (2-benzyl-5-bromo-3-(4-hydroxyphenylsulfonyl)benzofuran), C(C)N(CCCCl)CC (3-diethylaminopropyl chloride). Yields the product C(C1=CC=CC=C1)C=1OC2=C(C1S(=O)(=O)C1=CC=C(C=C1)OCCCN(CC)CC)C=C(C=C2)Br (2-Benzyl-5-bromo-3-[4-(3-diethylaminopropoxy)phenylsulfonyl]benzofuran). Reaction SMILES: [CH2:1]([C:8]1[O:9][C:10]2[CH:26]=[CH:25][C:24]([Br:27])=[CH:23][C:11]=2[C:12]=1[S:13]([C:16]1[CH:21]=[CH:20][C:19]([OH:22])=[CH:18][CH:17]=1)(=[O:15])=[O:14])[C:2]1[CH:7]=[CH:6][CH:5]=[CH:4][CH:3]=1.[CH2:28]([N:30]([CH2:35][CH3:36])[CH2:31][CH2:32][CH2:33]Cl)[CH3:29]>>[CH2:1]([C:8]1[O:9][C:10]2[CH:26]=[CH:25][C:24]([Br:27])=[CH:23][C:11]=2[C:12]=1[S:13]([C:16]1[CH:21]=[CH:20][C:19]([O:22][CH2:33][CH2:32][CH2:31][N:30]([CH2:35][CH3:36])[CH2:28][CH3:29])=[CH:18][CH:17]=1)(=[O:15])=[O:14])[C:2]1[CH:3]=[CH:4][CH:5]=[CH:6][CH:7]=1. Procedure details: Reaction of 2-benzyl-5-bromo-3-(4-hydroxyphenylsulfonyl)benzofuran with 3-diethylaminopropyl chloride as previously described gives the title compound.